Task: describe an organic reaction: reactants, conditions, products, and yield. Dataset: the Open Reaction Database (ORD), a public repository of structured organic reaction records The reactants are COC([C@@H](C(C)C)NS(=O)(=O)C1=CC2=C(N=C(S2)Cl)C=C1)=O ((2R)-3-methyl-2-[(2-chlorobenzthiazol-6-sulfonyl)amino]butanoic acid methylester), O.C(C)OC(C)=O (H2O ethylacetate), C(=O)([O-])[O-].[K+].[K+] (K2CO3), C1(=CC=CC=C1)S (Thiophenol). Solvent: CC#N (MeCN). The product is COC([C@@H](C(C)C)NS(=O)(=O)C1=CC2=C(N=C(S2)SC2=CC=CC=C2)C=C1)=O ((2R)-3-methyl-2-[(2-phenylthiobenzthiazol-6-sulfonyl)amino]butanoic Acid Methylester). RXN SMILES: [CH3:1][O:2][C:3](=[O:22])[C@H:4]([NH:8][S:9]([C:12]1[CH:21]=[CH:20][C:15]2[N:16]=[C:17](Cl)[S:18][C:14]=2[CH:13]=1)(=[O:11])=[O:10])[CH:5]([CH3:7])[CH3:6].C([O-])([O-])=O.[K+].[K+].[C:29]1([SH:35])[CH:34]=[CH:33][CH:32]=[CH:31][CH:30]=1.O.C(OC(=O)C)C>CC#N>[CH3:1][O:2][C:3](=[O:22])[C@H:4]([NH:8][S:9]([C:12]1[CH:21]=[CH:20][C:15]2[N:16]=[C:17]([S:35][C:29]3[CH:34]=[CH:33][CH:32]=[CH:31][CH:30]=3)[S:18][C:14]=2[CH:13]=1)(=[O:11])=[O:10])[CH:5]([CH3:7])[CH3:6] |f:1.2.3,5.6|. Reported procedure: (2R)-3-methyl-2-[(2-chlorobenzthiazol-6-sulfonyl)amino]butanoic acid methylester (0.154 mg, 0.44 mmol) prepared in a similar manner as in Example 20 was dissolved in MeCN (3 mL) and added solid K2CO3 (0.1 mg, 1.6 equi.). Thiophenol (0.055 mL, 1.2 equi.) was also added and the reaction solution was refluxed for 3 hours. When starting material was disappeared, H2O/ethylacetate (5 mL/10 mL) was added for extraction of product. The extracted product in organic phase was washed with NaCl solution, dr... Starting materials: NC1=C(C=C(C(=O)OCC)C=C1Cl)Br (ethyl 4-amino-3-bromo-5-chloro-benzoate). Run in Cl (HCl), CCO (EtOH). Yields the product NC1=C(C=C(C(=O)O)C=C1Cl)Br (4-amino-3-bromo-5-chloro-benzoic acid). RXN SMILES: [NH2:1][C:2]1[C:12]([Cl:13])=[CH:11][C:5]([C:6]([O:8]CC)=[O:7])=[CH:4][C:3]=1[Br:14]>Cl.CCO>[NH2:1][C:2]1[C:12]([Cl:13])=[CH:11][C:5]([C:6]([OH:8])=[O:7])=[CH:4][C:3]=1[Br:14]. Reported procedure: A solution of 21.0 g (75.4 mmol) ethyl 4-amino-3-bromo-5-chloro-benzoate in 200 mL 4 M HCl and 100 mL EtOH was refluxed overnight. After cooling the precipitate formed was suction filtered and dried. Reaction SMILES: [Br:1][C:2]1[CH:3]=[C:4]([CH:13](O)[C:14]([CH3:17])([CH3:16])[CH3:15])[C:5]2[O:9][CH2:8][C:7]([CH3:11])([CH3:10])[C:6]=2[CH:12]=1.ClCCl.C([SiH](CC)CC)C.FC(F)(F)C(O)=O>CCCCCC.C(OCC)(=O)C>[Br:1][C:2]1[CH:3]=[C:4]([CH2:13][C:14]([CH3:17])([CH3:16])[CH3:15])[C:5]2[O:9][CH2:8][C:7]([CH3:10])([CH3:11])[C:6]=2[CH:12]=1. Starting materials: FC(C(=O)O)(F)F (trifluoroacetic acid), BrC=1C=C(C2=C(C(CO2)(C)C)C1)C(C(C)(C)C)O (1-(5-bromo-3,3-dimethyl-2,3-dihydro-benzofuran-7-yl)-2,2-dimethyl-propan-1-ol), C(C)[SiH](CC)CC (triethyl silane), BrC=1C=C(C2=C(C(CO2)(C)C)C1)C(C(C)(C)C)O (1-(5-Bromo-3,3-dimethyl-2,3-dihydro-benzofuran-7-yl)-2,2-dimethyl-propan-1-ol), ClCCl (dichloromethane). Product: BrC=1C=C(C2=C(C(CO2)(C)C)C1)CC(C)(C)C (5-Bromo-3,3-dimethyl-7-(2,2-dimethyl-propyl)-2,3-dihydrobenzofuran). Solvent: C(C)(=O)OCC (ethyl acetate), CCCCCC (hexane). Reported procedure: Following General Procedure J and using 1-(5-bromo-3,3-dimethyl-2,3-dihydro-benzofuran-7-yl)-2,2-dimethyl-propan-1-ol. (Intermediate 31, 0.951 g, 3.05 mmol), anhydrous dichloromethane (7 mL), triethyl silane (4 mL, 12.2 mmol) and trifluoroacetic acid (2 mL, 12.2 mmol) followed by flash column chromatography using 1% ethyl acetate in hexane as the eluent, the title compound was obtained (0.7 g, 78%).